From a dataset of the Open Reaction Database (ORD), a public repository of structured organic reaction records. describe an organic reaction: reactants, conditions, products, and yield Starting materials: O1C=CC=2C(=NC=CC21)/C=C/C(=O)N ((2E)-3-furo[3,2-c]pyridin-4-ylacrylamide). The reagents and catalysts are [C].[Pd] (palladium-carbon). Solvent: C(C)(=O)O (acetic acid). Conditions: time 14 hour. The product is O1CCC=2C(=NC=CC21)CCC(=O)N (3-(2,3-dihydrofuro[3,2-c]pyridin-4-yl)propanamide). Yield: 41.4%. As a reaction SMILES: [O:1]1[C:9]2[CH:8]=[CH:7][N:6]=[C:5](/[CH:10]=[CH:11]/[C:12]([NH2:14])=[O:13])[C:4]=2[CH:3]=[CH:2]1>C(O)(=O)C.[C].[Pd]>[O:1]1[C:9]2[CH:8]=[CH:7][N:6]=[C:5]([CH2:10][CH2:11][C:12]([NH2:14])=[O:13])[C:4]=2[CH2:3][CH2:2]1 |f:2.3|. Procedure: To a solution of (2E)-3-furo[3,2-c]pyridin-4-ylacrylamide (500 mg, 2.65 mmol) in acetic acid (5 mL) was added palladium-carbon powder (10 mg), and the mixture was stirred at room temperature for 14 hr under a hydrogen atmosphere. The catalyst was filtered off, and the filtrate was evaporated under reduced pressure. The residue was purified by silica gel column chromatography (NH, methanol/ethyl acetate=3/97→15/85) to give the title compound (211 mg, yield 41%). The reactants are C[C@]12CC[C@@H]3C=4C=CC(=CC4CC[C@H]3[C@@H]1C[C@H]([C@@H]2O)O)O (estriol), ( a ). Run in N1=CC=CC=C1 (pyridine). The product is C1CC(CC1)OC1CCCC1 (3-cyclopentyl ether). As a reaction SMILES: C[C@@:2]12[C@@H:18]([OH:19])[C@H:17](O)[CH2:16][C@H:15]1[C@H]1[C@@H](C3C=CC(O)=CC=3CC1)CC2>N1C=CC=CC=1>[CH2:2]1[CH2:18][CH2:17][CH:16]([O:19][CH:18]2[CH2:2][CH2:15][CH2:16][CH2:17]2)[CH2:15]1. Reported procedure: In a vial, protected against the light, is dissolved: 2.5g of 3-cyclopentyl ether of estriol obtained in (a) above, in 25 cc of anhydrous pyridine. Reactants: CCN(C(C)C)C(C)C, COC(=O)Cl, ClCCl, CC(C)=CC(O)CCN, [Na+], O=C([O-])O. The product is COC(=O)NCCC(O)C=C(C)C. Reaction SMILES: [CH:10]([N:11]([CH:12]([CH3:13])[CH3:14])[CH2:15][CH3:16])([CH3:17])[CH3:18].[Cl:19][C:20](=[O:21])[O:22][CH3:23].[Cl:29][CH2:30][Cl:31].[NH2:1][CH2:2][CH2:3][CH:4]([CH:5]=[C:6]([CH3:7])[CH3:8])[OH:9].[Na+:24].[OH:25][C:26](=[O:27])[O-:28]>>[NH:1]([CH2:2][CH2:3][CH:4]([CH:5]=[C:6]([CH3:7])[CH3:8])[OH:9])[C:20](=[O:21])[O:22][CH3:23]. The reactants are C1(=CC=CC=C1)C1C(CNC1)CO ((4-phenylpyrrolidin-3-yl)methanol), CN(C)C(=[N+](C)C)ON1C2=C(C=CC=C2)N=N1.[B-](F)(F)(F)F (TBTU), C(C)N(C(C)C)C(C)C (N-ethyl-N-isopropylpropan-2-amine), N1=C(C=CC=C1)C1=C(C=NO1)C(=O)O (5-pyridin-2-ylisoxazole-4-carboxylic acid). Solvent: CN(C)C=O (DMF). Conditions: time 2 hour. Yields the product C1(=CC=CC=C1)[C@H]1C(CN(C1)C(=O)C=1C=NOC1C1=NC=CC=C1)CO ({(4R)-4-phenyl-1-[(5-pyridin-2-ylisoxazol-4-yl)carbonyl]pyrrolidin-3-yl}methanol). Isolated yield 26.0%. RXN SMILES: [C:1]1([CH:7]2[CH2:11][NH:10][CH2:9][CH:8]2[CH2:12][OH:13])[CH:6]=[CH:5][CH:4]=[CH:3][CH:2]=1.CN(C(ON1N=NC2C=CC=CC1=2)=[N+](C)C)C.[B-](F)(F)(F)F.C(N(C(C)C)C(C)C)C.[N:45]1[CH:50]=[CH:49][CH:48]=[CH:47][C:46]=1[C:51]1[O:55][N:54]=[CH:53][C:52]=1[C:56](O)=[O:57]>CN(C=O)C>[C:1]1([C@@H:7]2[CH2:11][N:10]([C:56]([C:52]3[CH:53]=[N:54][O:55][C:51]=3[C:46]3[CH:47]=[CH:48][CH:49]=[CH:50][N:45]=3)=[O:57])[CH2:9][CH:8]2[CH2:12][OH:13])[CH:2]=[CH:3][CH:4]=[CH:5][CH:6]=1 |f:1.2|. Reported procedure: A solution of (4-phenylpyrrolidin-3-yl)methanol (7 mg, 0.033 mmol), TBTU (13 mg, 0.039 mmol, 1.2 equ.) and N-ethyl-N-isopropylpropan-2-amine (11 μL, 0.066 mmol, 2 equ.) in DMF (0.3 mL) was added to 5-pyridin-2-ylisoxazole-4-carboxylic acid (6 mg, 0.033 mmol) and the reaction mixture was stirred at rt for 2 h. The solvent was evaporated and the crude product was purified by RP-HPLC. After evaporation of the solvents from the pure fractions, the residue was dissolved in chloroform and washed with ... Reactants: C(C)(C)N (Isopropylamine), CN(C=O)C (dimethylformamide), S(=O)(Cl)Cl (thionyl chloride), FC1=CC=C(C=C1)C(CCCCCC(=O)O)C1=C(C(=CC(=C1C)C)C)O (7-(4-fluorophenyl)-7-(2-hydroxy-3,5,6-trimethylphenyl)heptanoic acid). Solvent: C(C)N(CC)CC (triethylamine), ClCCl (dichloromethane), ClCCl (dichloromethane). Run at time 20 minute. Yields the product C(C)(C)NC(CCCCCC(C1=C(C(=CC(=C1C)C)C)O)C1=CC=C(C=C1)F)=O (N-isopropyl-7-(4-fluorophenyl)-7-(2-hydroxy-3,5,6-trimethylphenyl)heptane amide). Reaction SMILES: CN(C)C=O.S(Cl)(Cl)=O.[F:10][C:11]1[CH:16]=[CH:15][C:14]([CH:17]([C:26]2[C:31]([CH3:32])=[C:30]([CH3:33])[CH:29]=[C:28]([CH3:34])[C:27]=2[OH:35])[CH2:18][CH2:19][CH2:20][CH2:21][CH2:22][C:23]([OH:25])=O)=[CH:13][CH:12]=1.[CH:36]([NH2:39])([CH3:38])[CH3:37]>ClCCl.C(N(CC)CC)C>[CH:36]([NH:39][C:23](=[O:25])[CH2:22][CH2:21][CH2:20][CH2:19][CH2:18][CH:17]([C:14]1[CH:15]=[CH:16][C:11]([F:10])=[CH:12][CH:13]=1)[C:26]1[C:31]([CH3:32])=[C:30]([CH3:33])[CH:29]=[C:28]([CH3:34])[C:27]=1[OH:35])([CH3:38])[CH3:37]. Reported procedure: To a mixture of dichloromethane (10 ml) and dimethylformamide (0.43 ml) was added thionyl chloride (0.24 ml) at -10° C. and the mixture was stirred at the same temperature for 20 minutes. To this solution was added a solution of 7-(4-fluorophenyl)-7-(2-hydroxy-3,5,6-trimethylphenyl)heptanoic acid (1.0 g) in dichloromethane (5 ml) and the mixture was stirred at the same temperature for 1 hour. Isopropylamine (0.48 ml) and triethylamine (1.1 ml) were added and the temperature was raised slowly to ... Starting materials: C(C)(C)NC(C)C (diisopropylamine), CC1(C=2C=CC(=CC2C(CC1)(C)C)CC(=O)OC)C (methyl 5,6,7,8-tetrahydro-5,5,8,8-tetramethyl-2-naphthylacetate), C(=O)=O (CO2), C(CCC)[Li] (n-butyllithium), Cl (hydrochloric acid). Solvent: C1CCOC1 (THF). Run at temperature -78 celsius, time 30 minute. Yields the product COC(=O)C(C(=O)O)C1=CC=2C(CCC(C2C=C1)(C)C)(C)C (α-methoxycarbonyl-(5,6,7,8-tetrahydro-5,5,8,8-tetramethyl-2-naphthyl)acetic acid). Reaction SMILES: C(NC(C)C)(C)C.C([Li])CCC.[CH3:13][C:14]1([CH3:31])[CH2:23][CH2:22][C:21]([CH3:25])([CH3:24])[C:20]2[CH:19]=[C:18]([CH2:26][C:27]([O:29][CH3:30])=[O:28])[CH:17]=[CH:16][C:15]1=2.[C:32](=[O:34])=[O:33].Cl>C1COCC1>[CH3:30][O:29][C:27]([CH:26]([C:18]1[CH:17]=[CH:16][C:15]2[C:14]([CH3:31])([CH3:13])[CH2:23][CH2:22][C:21]([CH3:24])([CH3:25])[C:20]=2[CH:19]=1)[C:32]([OH:34])=[O:33])=[O:28]. Procedure: 2.1 ml (14.6 mmol) of diisopropylamine and 80 ml of TEP were introduced into a three-necked flask under a nitrogen stream. At -78° C., 5.8 ml (14.6 mmol) of n-butyllithium (2.5M) were added dropwise, the mixture was stirred for 30 minutes, then a solution of 3.2 g (12.2 mmol) of methyl 5,6,7,8-tetrahydro-5,5,8,8-tetramethyl-2-naphthylacetate dissolved in 80 ml of THF was added dropwise and the mixture was stirred for one hour. While maintained at -78° C., CO2 was introduced for 30 minutes and th... Starting materials: C(C1=CC=CC=C1)=O (Benzaldehyde), C(CCCCC)(=O)OC(CCCCC)=O (hexanoic acid anhydride), C(Cl)(Cl)(Cl)Cl (carbontetrachloride), S(O)(O)(=O)=O (sulfuric acid). Reaction conditions: time 1 hour. Yields the product C(CCCCC)(=O)OC(C1=CC=CC=C1)OC(CCCCC)=O (Benzylidene Dihexanoate). RXN SMILES: [CH:1](=[O:8])[C:2]1C=[CH:6][CH:5]=[CH:4][CH:3]=1.[C:9]([O:16][C:17](=[O:23])[CH2:18][CH2:19][CH2:20][CH2:21][CH3:22])(=[O:15])[CH2:10][CH2:11][CH2:12][CH2:13][CH3:14].S(=O)(=O)(O)O.[C:29](Cl)(Cl)(Cl)Cl>>[C:9]([O:16][CH:17]([O:23][C:1](=[O:8])[CH2:2][CH2:3][CH2:4][CH2:5][CH3:6])[C:18]1[CH:29]=[CH:22][CH:21]=[CH:20][CH:19]=1)(=[O:15])[CH2:10][CH2:11][CH2:12][CH2:13][CH3:14]. Procedure: Benzaldehyde (26.3 g, 0.25 mol) and hexanoic acid anhydride (53.3 g, 0.25 mol) were dissolved in carbontetrachloride (200 ml) under N2 -atrnosphere. Catalytic amounts of sulfuric acid was added and the reaction mixture stirred at room temperature for 1 hr. The reaction mixture was evaporated over night, the residue dissolved in hexane and the solution filtered through a bed of silica. The filtrate was purified on a silica column, eluting with hexane. The evaporated eluate was a colourless oil an... The reactants are NC=1C(=NC=CC1)NC1CCCCC1 (3-amino-2-cyclohexylaminopyridine), C(C)OC(=O)N=C=S (ethoxycarbonyl isothiocyanate), C(CC)NCCC (dipropylamine), mercuric chloride. The solvent is CN(C)C=O (DMF). Run at temperature 0 celsius, time 15 minute. Yields the product C1(CCCCC1)NC1=NC=CC=C1N=C(N(CC)CC)NC(OCC)=O (Ethyl {[2-(cyclohexylamino)-3-pyridyl]imino}(diethylamino)methylcarbamate). As a reaction SMILES: [NH2:1][C:2]1[C:3]([NH:8][CH:9]2[CH2:14][CH2:13][CH2:12][CH2:11][CH2:10]2)=[N:4][CH:5]=[CH:6][CH:7]=1.[CH2:15]([O:17][C:18]([N:20]=[C:21]=S)=[O:19])[CH3:16].[CH2:23]([NH:26][CH2:27][CH2:28]C)[CH2:24]C>CN(C=O)C>[CH:9]1([NH:8][C:3]2[C:2]([N:1]=[C:21]([NH:20][C:18](=[O:19])[O:17][CH2:15][CH3:16])[N:26]([CH2:27][CH3:28])[CH2:23][CH3:24])=[CH:7][CH:6]=[CH:5][N:4]=2)[CH2:14][CH2:13][CH2:12][CH2:11][CH2:10]1. Reported procedure: A mixture of 0.02 mol (3.82 g) of 3-amino-2-cyclohexylaminopyridine from Preparation 1 and 0.02 mol of ethoxycarbonyl isothiocyanate is stirred in 50 ml of DMF at ambient temperature for 3 hours. The solution is then cooled to 0° C., and 0.05 mol of dipropylamine and then 0.02 mol of mercuric chloride are added in succession. After 15 minutes, the ice bath is removed and the solution is stirred at ambient temperature for 4 hours. After diluting the solution with 100 ml of ethyl acetate, filtrati... Reactants: CC1=C(N=C(O1)C1=CC2=CC=CC=C2C=C1)COC1=CC=C(C=O)C=C1 (4-[5-methyl-2-(2-naphthyl)-4-oxazolylmethoxy]benzaldehyde), O1CCCC1 (tetrahydrofuran), CO (methanol), [BH4-].[Na+] (sodium borohydride). The solvent is O (water). Run at time 30 minute. Yields the product CC1=C(N=C(O1)C1=CC2=CC=CC=C2C=C1)COC1=CC=C(CO)C=C1 (4-[5-methyl-2-(2-naphthyl)-4-oxazolylmethoxy]benzyl alcohol). Isolated yield 95.4%. As a reaction SMILES: [CH3:1][C:2]1[O:6][C:5]([C:7]2[CH:16]=[CH:15][C:14]3[C:9](=[CH:10][CH:11]=[CH:12][CH:13]=3)[CH:8]=2)=[N:4][C:3]=1[CH2:17][O:18][C:19]1[CH:26]=[CH:25][C:22]([CH:23]=[O:24])=[CH:21][CH:20]=1.O1CCCC1.CO.[BH4-].[Na+]>O>[CH3:1][C:2]1[O:6][C:5]([C:7]2[CH:16]=[CH:15][C:14]3[C:9](=[CH:10][CH:11]=[CH:12][CH:13]=3)[CH:8]=2)=[N:4][C:3]=1[CH2:17][O:18][C:19]1[CH:20]=[CH:21][C:22]([CH2:23][OH:24])=[CH:25][CH:26]=1 |f:3.4|. Procedure: To a mixture of 4-[5-methyl-2-(2-naphthyl)-4-oxazolylmethoxy]benzaldehyde (6.00 g), tetrahydrofuran (80 mL) and methanol (20 mL) was gradually added sodium borohydride (330 mg) at room temperature. After stirring for 30 min., water was added to the reaction mixture, and the precipitated crystals were collected by filtration and recrystallized from acetone-methanol to give colorless prism crystals (5.76 g, 95%) of 4-[5-methyl-2-(2-naphthyl)-4-oxazolylmethoxy]benzyl alcohol. melting point: 181-182... Reactants: O1C2=C(C=C1CCO)C=CC=C2 (2-benzo(b)furanethanol), BrCCCCCBr (1,5-dibromopentane), [OH-].[Na+] (sodium hydroxide). Reaction conditions: time 21 hour. The product is BrCCCCCOCCC1=CC2=C(O1)C=CC=C2 (2-[2-[(5-Bromopentyl)oxy]ethyl]benzo(b)furan). As a reaction SMILES: [O:1]1[C:5]([CH2:6][CH2:7][OH:8])=[CH:4][C:3]2[CH:9]=[CH:10][CH:11]=[CH:12][C:2]1=2.[Br:13][CH2:14][CH2:15][CH2:16][CH2:17][CH2:18]Br.[OH-].[Na+]>>[Br:13][CH2:14][CH2:15][CH2:16][CH2:17][CH2:18][O:8][CH2:7][CH2:6][C:5]1[O:1][C:2]2[CH:12]=[CH:11][CH:10]=[CH:9][C:3]=2[CH:4]=1 |f:2.3|. Procedure details: A mixture of 2-benzo(b)furanethanol (2.00 g), 1,5-dibromopentane (6 ml), 50% sodium hydroxide (7 ml) and TAB (0.2 g) was vigorously stirred at 24° for 21 h, then partitioned between water (50 ml) and ether (60 ml). The organic phase was washed with brine (50 ml), dried and evaporated in vacuo. The oily residue was purified by FCC eluting with hexane-diethyl ether (97:3) to give the title compound as a colourless oil (2.70 g), t.l.c. (hexane-diethyl ether 4:1) Rf 0.54.